From a dataset of the Open Reaction Database (ORD), a public repository of structured organic reaction records. describe an organic reaction: reactants, conditions, products, and yield The reactants are C(C)(=O)OCC1=C(C(=C(N1)C(=O)OCC1=CC=CC=C1)C)CC(=O)OCC (benzyl 5-(acetoxymethyl)-4-ethoxycarbonylmethyl-3-methylpyrrole-2-carboxylate), C(C)C1=CNC=C1CC (3,4-diethyl pyrrole). Reported procedure: condensing two molecular equivalents of benzyl 5-(acetoxymethyl)-4-ethoxycarbonylmethyl-3-methylpyrrole-2-carboxylate with 3,4-diethyl pyrrole under acidic conditions to produce 2,5-bis(5-benzyloxycarbonyl-3-ethoxycarbonylmethyl -4-methylpyrrol-2-ylmethyl)-3,4-diethylpyrrole; RXN SMILES: C(O[CH2:5][C:6]1[NH:10][C:9]([C:11]([O:13][CH2:14][C:15]2[CH:20]=[CH:19][CH:18]=[CH:17][CH:16]=2)=[O:12])=[C:8]([CH3:21])[C:7]=1[CH2:22][C:23]([O:25][CH2:26][CH3:27])=[O:24])(=O)C.[CH2:28]([C:30]1[C:34]([CH2:35][CH3:36])=[CH:33][NH:32][CH:31]=1)[CH3:29]>>[CH2:14]([O:13][C:11]([C:9]1[NH:10][C:6]([CH2:5][C:31]2[NH:32][C:33]([CH2:5][C:6]3[NH:10][C:9]([C:11]([O:13][CH2:14][C:15]4[CH:20]=[CH:19][CH:18]=[CH:17][CH:16]=4)=[O:12])=[C:8]([CH3:21])[C:7]=3[CH2:22][C:23]([O:25][CH2:26][CH3:27])=[O:24])=[C:34]([CH2:35][CH3:36])[C:30]=2[CH2:28][CH3:29])=[C:7]([CH2:22][C:23]([O:25][CH2:26][CH3:27])=[O:24])[C:8]=1[CH3:21])=[O:12])[C:15]1[CH:16]=[CH:17][CH:18]=[CH:19][CH:20]=1. The product is C(C1=CC=CC=C1)OC(=O)C1=C(C(=C(N1)CC=1NC(=C(C1CC)CC)CC=1NC(=C(C1CC(=O)OCC)C)C(=O)OCC1=CC=CC=C1)CC(=O)OCC)C (2,5-bis(5-benzyloxycarbonyl-3-ethoxycarbonylmethyl -4-methylpyrrol-2-ylmethyl)-3,4-diethylpyrrole). Yield: 96.9%. The reactants are FC(CSC1=C(C=CC(=C1)C=1C(=NNC1)C(F)(F)F)C(F)F)(F)F ([2-difluoromethyl-5-(3-trifluoromethylpyrazolyl)phenyl] 2,2,2-trifluoroethyl sulfide), ClC1=CC(=CC=C1)C(=O)OO (m-chloroperbenzoic acid), S(=O)([O-])[O-].[Na+].[Na+] (sodium sulfite). The solvent is C(Cl)(Cl)Cl (chloroform), C(Cl)(Cl)Cl (chloroform). Product: FC(CS(=O)C1=C(C=CC(=C1)C=1C(=NNC1)C(F)(F)F)C(F)F)(F)F ([2-difluoromethyl-5-(3-trifluoromethylpyrazolyl)phenyl] 2,2,2-trifluoroethyl sulfoxide). Reported procedure: To 0.37 g (1.0 mmol) of [2-difluoromethyl-5-(3-trifluoromethylpyrazolyl)phenyl] 2,2,2-trifluoroethyl sulfide (Compound No. V-295 of the present invention) in 5 ml of chloroform, 0.25 g (1.5 mmol) of m-chloroperbenzoic acid was added at 0° C. with stirring, and the reaction solution was stirred for 1 hour. The reaction solution was mixed with 10 ml of 10% aqueous sodium sulfite and stirred at room temperature for 10 minutes, and then 20 ml of chloroform was added. The chloroform layer was washed ... Reaction SMILES: [F:1][C:2]([F:24])([F:23])[CH2:3][S:4][C:5]1[CH:10]=[C:9]([C:11]2[C:12]([C:16]([F:19])([F:18])[F:17])=[N:13][NH:14][CH:15]=2)[CH:8]=[CH:7][C:6]=1[CH:20]([F:22])[F:21].ClC1C=CC=C(C(OO)=[O:33])C=1.S([O-])([O-])=O.[Na+].[Na+]>C(Cl)(Cl)Cl>[F:24][C:2]([F:1])([F:23])[CH2:3][S:4]([C:5]1[CH:10]=[C:9]([C:11]2[C:12]([C:16]([F:18])([F:19])[F:17])=[N:13][NH:14][CH:15]=2)[CH:8]=[CH:7][C:6]=1[CH:20]([F:22])[F:21])=[O:33] |f:2.3.4|. Reactants: Cc1nsc(NC(=O)c2nc(Sc3nncn3C)ccc2Sc2ccc(OCCN(C)C)cc2)n1, ClC(Cl)Cl, O=C(OO)c1cccc(Cl)c1, [Na+], [Na+], O=S([O-])[O-]. The product is Cc1nsc(NC(=O)c2nc(Sc3nncn3C)ccc2Sc2ccc(OCC[N+](C)(C)[O-])cc2)n1. Reaction SMILES: [CH3:12][N:13]([CH2:14][CH2:15][O:16][c:17]1[cH:18][cH:19][c:20]([S:23][c:24]2[c:25]([C:37](=[O:38])[NH:39][c:40]3[n:41][c:42]([CH3:45])[n:43][s:44]3)[n:26][c:27]([S:30][c:31]3[n:32][n:33][cH:34][n:35]3[CH3:36])[cH:28][cH:29]2)[cH:21][cH:22]1)[CH3:46].[CH:53]([Cl:54])([Cl:55])[Cl:56].[Cl:1][c:2]1[cH:3][cH:4][cH:5][c:6]([C:7]([O:8][OH:10])=[O:9])[cH:11]1.[Na+:51].[Na+:52].[S:47]([O-:48])([O-:49])=[O:50]>>[O-:9][N+:13]([CH3:12])([CH2:14][CH2:15][O:16][c:17]1[cH:18][cH:19][c:20]([S:23][c:24]2[c:25]([C:37](=[O:38])[NH:39][c:40]3[n:41][c:42]([CH3:45])[n:43][s:44]3)[n:26][c:27]([S:30][c:31]3[n:32][n:33][cH:34][n:35]3[CH3:36])[cH:28][cH:29]2)[cH:21][cH:22]1)[CH3:46]. Starting materials: Br.Br.NC=1C=NC2=C(CCNCC2)N1 (2-amino-6,7,8,9-tetrahydro-5H-pyrazino[2,3-d]azepine dihydrobromide), C(C)Br (ethyl bromide). Product: NC=1C=NC2=C(CCN(CC2)CC)N1 (2-Amino-7-ethyl-6,7,8,9-tetrahydro-5H-pyrazino[2,3-d]azepine). RXN SMILES: Br.Br.[NH2:3][C:4]1[CH:5]=[N:6][C:7]2[CH2:13][CH2:12][NH:11][CH2:10][CH2:9][C:8]=2[N:14]=1.[CH2:15](Br)[CH3:16]>>[NH2:3][C:4]1[CH:5]=[N:6][C:7]2[CH2:13][CH2:12][N:11]([CH2:15][CH3:16])[CH2:10][CH2:9][C:8]=2[N:14]=1 |f:0.1.2|. Procedure details: This compound was prepared analogous to Example 31 by alkylation of 2-amino-6,7,8,9-tetrahydro-5H-pyrazino[2,3-d]azepine dihydrobromide with ethyl bromide.